Dataset: the Open Reaction Database (ORD), a public repository of structured organic reaction records. Task: describe an organic reaction: reactants, conditions, products, and yield The reactants are N-Aryl-benzenesulfonamides, NC1=C(C=C(C=C1)Cl)C(=O)C1=CC=NC=C1 ((2-amino-5-chloro-phenyl)-pyridin-4-yl-methanone), FC(C1=CC=C(C=C1)S(=O)(=O)Cl)(F)F (4-Trifluoromethyl-benzenesulfonyl chloride). Yields the product ClC1=CC(=C(C=C1)NS(=O)(=O)C1=CC=C(C=C1)C(F)(F)F)C(=O)C1=CC=NC=C1 (N-[4-Chloro-2-(pyridine-4-carbonyl)-phenyl]4-trifluoromethyl-benzenesulfonamide). As a reaction SMILES: [NH2:1][C:2]1[CH:7]=[CH:6][C:5]([Cl:8])=[CH:4][C:3]=1[C:9]([C:11]1[CH:16]=[CH:15][N:14]=[CH:13][CH:12]=1)=[O:10].[F:17][C:18]([F:30])([F:29])[C:19]1[CH:24]=[CH:23][C:22]([S:25](Cl)(=[O:27])=[O:26])=[CH:21][CH:20]=1>>[Cl:8][C:5]1[CH:6]=[CH:7][C:2]([NH:1][S:25]([C:22]2[CH:21]=[CH:20][C:19]([C:18]([F:17])([F:29])[F:30])=[CH:24][CH:23]=2)(=[O:27])=[O:26])=[C:3]([C:9]([C:11]2[CH:16]=[CH:15][N:14]=[CH:13][CH:12]=2)=[O:10])[CH:4]=1. Procedure: The title compound was prepared according to the general procedure for the synthesis of N-Aryl-benzenesulfonamides previously described using 116 mg of (2-amino-5-chloro-phenyl)-pyridin-4-yl-methanone and 122 mg of 4-Trifluoromethyl-benzenesulfonyl chloride. 1H-NMR (400 MHz, CDCl3): δ 7.31 (d, 1H, J=2.8 Hz), 7.36 (m, 2H), 7.54-7.59 (m, 2H), 7.73 (d,1H, J=8.0 Hz), 7.77 (d, 1H, J=9.2 Hz), 7.97 (d, 1H, J=8.0 Hz), 8.00 (s, 1H), 8.82 (dd, 2H, J=6.0 Hz, 1.2 Hz), 10.16 (s, 1H). MS: m/z 441.8 (M++1). Starting materials: FC1(C[C@@H](CC1)[C@](C(=O)O)(C1=CC=C(C=C1)Cl)O)F ((2R)-2-((1R)-3,3-difluorocyclopentyl)-2-hydroxy-2-(4-chlorophenyl)acetic acid), C(C)(C)(C)OC(=O)N1CCC(CC1)CO (N-t-butoxycarbonyl-4-piperidine-methanol). Product: FC1(C[C@@H](CC1)[C@](C(=O)OCC1CCNCC1)(C1=CC=C(C=C1)Cl)O)F (Piperidin-4-ylmethyl (2R)-2-((1R)-3,3-difluorocyclopentyl)-2-hydroxy-2-(4-chlorophenyl)ethanoate). As a reaction SMILES: [F:1][C:2]1([F:19])[CH2:6][CH2:5][C@@H:4]([C@@:7]([OH:18])([C:11]2[CH:16]=[CH:15][C:14]([Cl:17])=[CH:13][CH:12]=2)[C:8]([OH:10])=[O:9])[CH2:3]1.C(OC([N:27]1[CH2:32][CH2:31][CH:30]([CH2:33]O)[CH2:29][CH2:28]1)=O)(C)(C)C>>[F:19][C:2]1([F:1])[CH2:6][CH2:5][C@@H:4]([C@@:7]([OH:18])([C:11]2[CH:12]=[CH:13][C:14]([Cl:17])=[CH:15][CH:16]=2)[C:8]([O:10][CH2:33][CH:30]2[CH2:31][CH2:32][NH:27][CH2:28][CH2:29]2)=[O:9])[CH2:3]1. Reported procedure: Using (2R)-2-((1R)-3,3-difluorocyclopentyl)-2-hydroxy-2-(4-chlorophenyl)acetic acid and N-t-butoxycarbonyl-4-piperidine-methanol, the title compound was prepared by a method similar to Steps 2 and 3 of Referential Example 12. Yields the product C(#N)C(C1=CC(=C(C=C1)F)OC1=CC=CC=C1)OC(=O)[C@@H]1C([C@H]1\C=C(\C1=CC=C(C=C1)Cl)/Cl)(C)C ((+)-trans-Z-3-(2-chloro-2-(4-chloro-phenyl)vinyl)-2,2-dimethyl-cyclopropane-carboxylic acid (±)-α-cyano-3-phenoxy-4-fluoro-benzyl ester). Reagents/catalysts: [Br-].C(CCC)[N+](CCCC)(CCCC)CCCC (tetrabutylammonium bromide). Yield: 77.0%. Reported procedure: 3.4 g (0.0112 mole) of (+)-trans-Z-3-(2-chloro-2-(4-chloro-phenyl)-vinyl)-2,2-dimethyl-1-cyclopropanecarboxylic acid chloride, dissolved in 10 ml of cyclohexane, were added dropwise to a mixture of 50 ml of cyclohexane, 0.87 g of sodium cyanide, 1.3 ml of water, 2.42 g (0.0112 mole) of 3-phenoxy-4-fluorobenzaldehyde and 0.2 g of tetrabutylammonium bromide at 20°-25° C., whilst stirring, and the mixture was then stirred at 20°-25° C. for 4 hours. 100 ml of toluene were then added to the reaction ... RXN SMILES: [Cl:1]/[C:2](/[C:12]1[CH:17]=[CH:16][C:15]([Cl:18])=[CH:14][CH:13]=1)=[CH:3]\[C@H:4]1[C@H:6]([C:7](Cl)=[O:8])[C:5]1([CH3:11])[CH3:10].[C-:19]#[N:20].[Na+].O.[O:23]([C:30]1[CH:31]=[C:32]([CH:35]=[CH:36][C:37]=1[F:38])[CH:33]=[O:34])[C:24]1[CH:29]=[CH:28][CH:27]=[CH:26][CH:25]=1>C1CCCCC1.[Br-].C([N+](CCCC)(CCCC)CCCC)CCC.C1(C)C=CC=CC=1>[C:19]([CH:33]([O:34][C:7]([C@H:6]1[C@H:4](/[CH:3]=[C:2](\[Cl:1])/[C:12]2[CH:17]=[CH:16][C:15]([Cl:18])=[CH:14][CH:13]=2)[C:5]1([CH3:11])[CH3:10])=[O:8])[C:32]1[CH:35]=[CH:36][C:37]([F:38])=[C:30]([O:23][C:24]2[CH:25]=[CH:26][CH:27]=[CH:28][CH:29]=2)[CH:31]=1)#[N:20] |f:1.2,6.7|. Reactants: [C-]#N.[Na+] (sodium cyanide), O (water), O(C1=CC=CC=C1)C=1C=C(C=O)C=CC1F (3-phenoxy-4-fluorobenzaldehyde), Cl\C(=C/[C@@H]1C([C@H]1C(=O)Cl)(C)C)\C1=CC=C(C=C1)Cl ((+)-trans-Z-3-(2-chloro-2-(4-chloro-phenyl)-vinyl)-2,2-dimethyl-1-cyclopropanecarboxylic acid chloride). Solvent: C1(=CC=CC=C1)C (toluene), C1CCCCC1 (cyclohexane), C1CCCCC1 (cyclohexane). Reactants: C[C@H]1CN(CCN1)C(=O)OC(C)(C)C ((3S)-tert-butyl 3-methylpiperazine-1-carboxylate), BrC=1C=CC(=NC1)[N+](=O)[O-] (5-bromo-2-nitropyridine). The product is C[C@H]1CN(CCN1C=1C=NC(=CC1)[N+](=O)[O-])C(=O)OC(C)(C)C ((3S)-tert-Butyl 3-Methyl-4-(6-nitropyridin-3-yl)piperazine-1-carboxylate). Isolated yield 49.9%. Reaction SMILES: [CH3:1][C@@H:2]1[NH:7][CH2:6][CH2:5][N:4]([C:8]([O:10][C:11]([CH3:14])([CH3:13])[CH3:12])=[O:9])[CH2:3]1.Br[C:16]1[CH:17]=[CH:18][C:19]([N+:22]([O-:24])=[O:23])=[N:20][CH:21]=1>>[CH3:1][C@@H:2]1[N:7]([C:16]2[CH:21]=[N:20][C:19]([N+:22]([O-:24])=[O:23])=[CH:18][CH:17]=2)[CH2:6][CH2:5][N:4]([C:8]([O:10][C:11]([CH3:13])([CH3:12])[CH3:14])=[O:9])[CH2:3]1. Procedure details: The procedures described in Example 104 and starting with (3S)-tert-butyl 3-methylpiperazine-1-carboxylate (10.0 g, 50 mmol) and 5-bromo-2-nitropyridine (10.5 g, 50 mmol) afforded 113a as a yellow solid (8.05 g, 50%). See FIG. 13. MS-ESI: [M+H]+ 323 The reactants are CC(=O)SCC(C)C(=O)N1CCCC1C(=O)O, C=[N+]=[N-]. The product is COC(=O)C1CCCN1C(=O)C(C)CSC(C)=O. Reaction SMILES: [C:1]([CH3:2])(=[O:3])[S:4][CH2:5][CH:6]([C:7](=[O:8])[N:9]1[CH:10]([C:11](=[O:12])[OH:13])[CH2:14][CH2:15][CH2:16]1)[CH3:17].[N+:18](=[N-:19])=[CH2:20]>>[C:1]([CH3:2])(=[O:3])[S:4][CH2:5][CH:6]([C:7](=[O:8])[N:9]1[CH:10]([C:11]([O:12][CH3:20])=[O:13])[CH2:14][CH2:15][CH2:16]1)[CH3:17]. Reactants: Cc1ccnc(Cn2cccc(C(F)(F)F)c2=O)c1COC1CCCCO1, ClCCl, O, O=S(Cl)Cl. Product: Cc1ccnc(Cn2cccc(C(F)(F)F)c2=O)c1CCl. RXN SMILES: [CH3:1][c:2]1[c:3]([CH2:20][O:21][CH:22]2[CH2:23][CH2:24][CH2:25][CH2:26][O:27]2)[c:4]([CH2:8][n:9]2[c:10](=[O:19])[c:11]([C:15]([F:16])([F:17])[F:18])[cH:12][cH:13][cH:14]2)[n:5][cH:6][cH:7]1.[Cl:33][CH2:34][Cl:35].[OH2:32].[S:28]([Cl:29])([Cl:30])=[O:31]>>[CH3:1][c:2]1[c:3]([CH2:20][Cl:30])[c:4]([CH2:8][n:9]2[c:10](=[O:19])[c:11]([C:15]([F:16])([F:17])[F:18])[cH:12][cH:13][cH:14]2)[n:5][cH:6][cH:7]1.